Dataset: the Open Reaction Database (ORD), a public repository of structured organic reaction records. Task: describe an organic reaction: reactants, conditions, products, and yield The reactants are [Si](C)(C)(C(C)(C)C)OC1=C(C(=CC=C1)N)N (3-{[tert-butyl(dimethyl)silyl]oxy}benzene-1,2-diamine), C(C)(=O)OC(OCC)OCC (diethoxymethyl acetate). Conditions: time 5 hour. Yields the product [Si](C)(C)(C(C)(C)C)OC1=CC=CC2=C1NC=N2 (7-{[tert-Butyl(dimethyl) silyl]oxy}1H-benzimidazole). Isolated yield 42.5%. As a reaction SMILES: [Si:1]([O:8][C:9]1[CH:14]=[CH:13][CH:12]=[C:11]([NH2:15])[C:10]=1[NH2:16])([C:4]([CH3:7])([CH3:6])[CH3:5])([CH3:3])[CH3:2].[C:17](OC(OCC)OCC)(=O)C>>[Si:1]([O:8][C:9]1[C:10]2[NH:16][CH:17]=[N:15][C:11]=2[CH:12]=[CH:13][CH:14]=1)([C:4]([CH3:7])([CH3:6])[CH3:5])([CH3:3])[CH3:2]. Procedure details: To 3-{[tert-butyl(dimethyl)silyl]oxy}benzene-1,2-diamine (4.27 g, 17.9 mmol) is added diethoxymethyl acetate (8.7 g, 53.6 mmol), and the mixture is stirred at room temperature for 5 hours. The precipitated white solid is collected by filtration, and the filtrate is further stirred at room temperature for 12 hours. The precipitated white solid is collected by filtration, and washed with a small amount of hexane. The filtrate is concentrated under reduced pressure, ant the obtained residue is puri... The reactants are BrC=1C=CC(=NC1)NC(=O)C1=C(C=C(C(=C1)OC)OC)NC(=O)C1=CC=C(C=C1)C#N (N-{2-[N-(5-bromo(2-pyridyl))carbamoyl]4,5-dimethoxyphenyl}(4-cyanophenyl)carboxamide), S (H2S). The solvent is CCN(CC)CC.N1=CC=CC=C1 (Et3N pyridine). Reaction conditions: time 8 hour. Product: COC1=CC(=C(C=C1OC)C(=O)NC1=NC=C(C=C1)Br)NC(=O)C1=CC=C(C=C1)C=1N(CCN1)C ((4,5-dimethoxy-2-{[4-(1-methyl(2-imidazolin-2-yl))phenyl]carbonylamino}phenyl)-N-(5-bromo(2-pyridyl))carboxamide). Reaction SMILES: [Br:1][C:2]1[CH:3]=[CH:4][C:5]([NH:8][C:9]([C:11]2[CH:16]=[C:15]([O:17][CH3:18])[C:14]([O:19][CH3:20])=[CH:13][C:12]=2[NH:21][C:22]([C:24]2[CH:29]=[CH:28][C:27]([C:30]#[N:31])=[CH:26][CH:25]=2)=[O:23])=[O:10])=[N:6][CH:7]=1.S>CCN(CC)CC.N1C=CC=CC=1>[CH3:20][O:19][C:14]1[C:15]([O:17][CH3:18])=[CH:16][C:11]([C:9]([NH:8][C:5]2[CH:4]=[CH:3][C:2]([Br:1])=[CH:7][N:6]=2)=[O:10])=[C:12]([NH:21][C:22]([C:24]2[CH:25]=[CH:26][C:27]([C:30]3[N:6]([CH3:7])[CH2:5][CH2:4][N:31]=3)=[CH:28][CH:29]=2)=[O:23])[CH:13]=1 |f:2.3|. Procedure details: To a solution of compound obtained in Example 259 (100 mg, 0.20 mmol) in 10% Et3N/pyridine (10 mL) at 0° C. was bubbled dry H2S gas to saturation. The mixture was stirred at ambient temperatures overnight, and the conversion was complete. The solvent was removed to dryness, and the residue was suspended in anhydrous acetone. (10 mL), followed by addition of MeI (1 mL). The reaction mixture was refluxed for 1 hour. The solvent was removed by rotary evaporation. To the residue was added anhydrous ... Reactants: CO, O=C(Cl)C(=O)Cl, O=C(O)C1CCC(c2ccc(Cl)cc2)CC1, ClCCl, Cc1nc2cc(N)ccc2s1, CN(C)C=O, c1ccncc1. The product is Cc1nc2cc(NC(=O)C3CCC(c4ccc(Cl)cc4)CC3)ccc2s1. Reaction SMILES: [CH3:43][OH:44].[Cl:17][C:18]([C:19]([Cl:20])=[O:21])=[O:22].[Cl:1][c:2]1[cH:3][cH:4][c:5]([CH:8]2[CH2:9][CH2:10][CH:11]([C:14](=[O:15])[OH:16])[CH2:12][CH2:13]2)[cH:6][cH:7]1.[Cl:40][CH2:41][Cl:42].[NH2:29][c:30]1[cH:31][cH:32][c:33]2[c:34]([n:35][c:36]([CH3:38])[s:37]2)[cH:39]1.[O:45]=[CH:46][N:47]([CH3:48])[CH3:49].[cH:23]1[cH:24][cH:25][n:26][cH:27][cH:28]1>>[Cl:1][c:2]1[cH:3][cH:4][c:5]([CH:8]2[CH2:9][CH2:10][CH:11]([C:14](=[O:16])[NH:29][c:30]3[cH:31][cH:32][c:33]4[c:34]([n:35][c:36]([CH3:38])[s:37]4)[cH:39]3)[CH2:12][CH2:13]2)[cH:6][cH:7]1. Starting materials: CCOCC (ether), CCOCC (ether), FC(CO)=CC(F)(F)F (2,4,4,4-tetrafluoro-2-butenol), C(C)(=O)[O-].[Na+] (sodium acetate), [Cr](=O)(=O)([O-])Cl.[NH+]1=CC=CC=C1 (pyridinium chlorochromate). Run in C(Cl)Cl (methylene chloride). Reaction conditions: time 12 hour. Product: F\C(\C=O)=C/C(F)(F)F ((Z)-2,4,4,4-tetrafluoro-2-butenal). As a reaction SMILES: [F:1][C:2](=[CH:5][C:6]([F:9])([F:8])[F:7])[CH2:3][OH:4].C([O-])(=O)C.[Na+].[Cr](Cl)([O-])(=O)=O.[NH+]1C=CC=CC=1.CCOCC>C(Cl)Cl>[F:1]/[C:2](=[CH:5]\[C:6]([F:9])([F:8])[F:7])/[CH:3]=[O:4] |f:1.2,3.4|. Procedure: To the solution of 2,4,4,4-tetrafluoro-2-butenol (1.40 g) and anhydrous sodium acetate (60 mg) in methylene chloride (5 ml) was added in portionwise pyridinium chlorochromate (3.23 g) at 20° C. The resulting mixture was stirred for 12 hours. The mixture was passed through a short silica gel column with dry ether (20 ml) to obtain the ether solution of (Z)-2,4,4,4-tetrafluoro-2-butenal. Without evaporation, a tetrahydrofuran solution of ethynylmagnesium bromide (21 ml) was added portionwise to th... Starting materials: C1(=CC=CC=C1)C1(CCCC1)C#N (phenylcyclopentane carbonitrile), [OH-].[Na+] (NaOH), [H-].[Al+3].[Li+].[H-].[H-].[H-] (lithium aluminum hydride), O (water), ice. Run in CCOCC (ether), C1CCOC1 (THF), C1CCOC1 (THF). Reaction conditions: temperature 0 celsius, time 10 minute. The product is C1(=CC=CC=C1)C1(CCCC1)CN ([(phenylcyclopentyl)methyl]amine). Yield: 94.1%. RXN SMILES: [H-].[Al+3].[Li+].[H-].[H-].[H-].[C:7]1([C:13]2([C:18]#[N:19])[CH2:17][CH2:16][CH2:15][CH2:14]2)[CH:12]=[CH:11][CH:10]=[CH:9][CH:8]=1.[OH-].[Na+].O>C1COCC1.CCOCC>[C:7]1([C:13]2([CH2:18][NH2:19])[CH2:17][CH2:16][CH2:15][CH2:14]2)[CH:12]=[CH:11][CH:10]=[CH:9][CH:8]=1 |f:0.1.2.3.4.5,7.8|. Procedure: To a stirring (mechanical stirring) suspension of 12 gm (0.315 mol) of lithium aluminum hydride in THF (600 ml) in a 2000 ml reaction flask at 0° C. (ice-bath), 35 gm (0.20 mol) of phenylcyclopentane carbonitrile in 100 ml THF is added dropwise via an addition funnel. The ice bath is replaced with a heating mantle and the reaction is heated at reflux for 16 hours. The reaction mixture is diluted with 500 ml ether and cooled down to 0° C. The reaction is worked up by adding 50 ml of 15 wt. % NaOH... Starting materials: C(C)OC([C@H](CC1=CC=C(C=C1)OCCBr)OC)=O ((2S)-3-[4-(2-bromo-ethoxy)-phenyl]-2-methoxy-propionic acid ethyl ester), N1(CCOCC1)C=1C=C(C=CC1)O (3-morpholin-4-yl-phenol), CO[C@H](C(=O)O)CC1=CC=C(C=C1)OCCCOC1=CC=CC=C1 ((2S)-2-methoxy-3-[4-(3-phenoxy-propoxy)-phenyl]-propionic acid). Yields the product CO[C@H](C(=O)O)CC1=CC=C(C=C1)OCCOC1=CC(=CC=C1)N1CCOCC1 ((2S)-2-Methoxy-3-{4-[2-(3-morpholin-4-yl-phenoxy)-ethoxy]-phenyl}-propionic acid). RXN SMILES: C([O:3][C:4](=[O:19])[C@@H:5]([O:17][CH3:18])[CH2:6][C:7]1[CH:12]=[CH:11][C:10]([O:13][CH2:14][CH2:15]Br)=[CH:9][CH:8]=1)C.[N:20]1([C:26]2[CH:27]=[C:28]([OH:32])[CH:29]=[CH:30][CH:31]=2)[CH2:25][CH2:24][O:23][CH2:22][CH2:21]1.CO[C@@H](CC1C=CC(OCCCOC2C=CC=CC=2)=CC=1)C(O)=O>>[CH3:18][O:17][C@@H:5]([CH2:6][C:7]1[CH:8]=[CH:9][C:10]([O:13][CH2:14][CH2:15][O:32][C:28]2[CH:29]=[CH:30][CH:31]=[C:26]([N:20]3[CH2:25][CH2:24][O:23][CH2:22][CH2:21]3)[CH:27]=2)=[CH:11][CH:12]=1)[C:4]([OH:3])=[O:19]. Procedure: The title compound was prepared from (2S)-3-[4-(2-bromo-ethoxy)-phenyl]-2-methoxy-propionic acid ethyl ester (Example 283, Step 2) and 3-morpholin-4-yl-phenol via the same procedure used for the preparation of (2S)-2-methoxy-3-[4-(3-phenoxy-propoxy)-phenyl]-propionic acid (Example 285, Step 1), to produce a yellow oil.